Dataset: the Open Reaction Database (ORD), a public repository of structured organic reaction records. Task: describe an organic reaction: reactants, conditions, products, and yield Starting materials: C(=O)(OC(C)(C)C)N1CCNCC1 (Boc-piperazine), C[C@H]1OC(C2=CC=C(C=C2C1)CC=O)=O ([(3R)-3-methyl-1-oxo-3,4-dihydro-1H-isochromen-6-yl]acetaldehyde), C(C)(=O)O[BH-](OC(C)=O)OC(C)=O.[Na+] (sodium triacetoxyborohydride). The solvent is C(Cl)Cl (DCM). Run at time 8 hour. The product is C[C@H]1OC(C2=CC=C(C=C2C1)CCN1CCN(CC1)C(=O)OC(C)(C)C)=O (tert-butyl 4-{2-[(3R)-3-methyl-1-oxo-3,4-dihydro-1H-isochromen-6-yl]ethyl}piperazine-1-carboxylate). As a reaction SMILES: [CH3:1][C@@H:2]1[CH2:11][C:10]2[C:5](=[CH:6][CH:7]=[C:8]([CH2:12][CH:13]=O)[CH:9]=2)[C:4](=[O:15])[O:3]1.[C:16]([N:23]1[CH2:28][CH2:27][NH:26][CH2:25][CH2:24]1)([O:18][C:19]([CH3:22])([CH3:21])[CH3:20])=[O:17].C(O[BH-](OC(=O)C)OC(=O)C)(=O)C.[Na+]>C(Cl)Cl>[CH3:1][C@@H:2]1[CH2:11][C:10]2[C:5](=[CH:6][CH:7]=[C:8]([CH2:12][CH2:13][N:26]3[CH2:25][CH2:24][N:23]([C:16]([O:18][C:19]([CH3:22])([CH3:21])[CH3:20])=[O:17])[CH2:28][CH2:27]3)[CH:9]=2)[C:4](=[O:15])[O:3]1 |f:2.3|. Reported procedure: A 1:1 solution of dioxane:3N HCl was added to a flask containing (3R)-6-(1,3-dioxolan-2-ylmethyl)-3-methyl-3,4-dihydro-1H-isochromen-1-one (782 mg, 3.15 mmol). The reaction was then stirred at room temp overnight. The crude reaction mixture was then partitioned between water and DCM. The organic layer was washed with saturated sodium bicarbonate solution, followed by brine. The organic layer was then dried with mag. sulfate, filtered and concentrated to afford [(3R)-3-methyl-1-oxo-3,4-dihydro-1H... Starting materials: N1=CC=CC=2C[C@H](CC12)CN1CC(CN2C1=NC(=CC2=O)C2=CC=NC=C2)(C)C ((+)-(6R)-9-(6,7-Dihydro-5H-[1]pyrindin-6-ylmethyl)-7,7-dimethyl-2-(pyridin-4-yl)-6,7,8,9-tetrahydro-pyrimido[1,2-a]pyrimidin-4-one), O (water), CC1(CNC=2N(C(C=C(N2)C2=CC=NC=C2)=O)C1)C (7,7-dimethyl-2-(pyridin-4-yl)-6,7,8,9-tetrahydro-4H-pyrimido[1,2-a]pyrimidin-4-one), [H-].[Na+] (sodium hydride). Run in CN(C=O)C (dimethylformamide), CN(C=O)C (dimethylformamide). Reaction conditions: temperature 40 celsius, time 40 minute. Product: O1C(CC2=C1C=CC=C2)CN2CC(CN1C2=NC(=CC1=O)C1=CC=NC=C1)(C)C ((+/−)-9-(2,3-Dihydro-benzofuran-2-ylmethyl)-7,7-dimethyl-2-(pyridin-4-yl)-6,7,8,9-tetrahydro-pyrimido[1,2-a]pyrimidin-4-one). Isolated yield 22.0%. RXN SMILES: CC1(C)CN2C(=[O:17])C=C(C3C=CN=CC=3)N=C2NC1.[H-].[Na+].N1[C:30]2[CH2:29][C@H:28]([CH2:31][N:32]3[C:37]4=[N:38][C:39]([C:43]5[CH:48]=[CH:47][N:46]=[CH:45][CH:44]=5)=[CH:40][C:41](=[O:42])[N:36]4[CH2:35][C:34]([CH3:50])([CH3:49])[CH2:33]3)[CH2:27][C:26]=2[CH:25]=[CH:24][CH:23]=1.O>CN(C)C=O>[O:17]1[C:30]2[CH:29]=[CH:23][CH:24]=[CH:25][C:26]=2[CH2:27][CH:28]1[CH2:31][N:32]1[C:37]2=[N:38][C:39]([C:43]3[CH:48]=[CH:47][N:46]=[CH:45][CH:44]=3)=[CH:40][C:41](=[O:42])[N:36]2[CH2:35][C:34]([CH3:49])([CH3:50])[CH2:33]1 |f:1.2|. Procedure: A suspension of 0.51 g (2 mmol) of 7,7-dimethyl-2-(pyridin-4-yl)-6,7,8,9-tetrahydro-4H-pyrimido[1,2-a]pyrimidin-4-one in 10 ml of anhydrous dimethylformamide was treated with 96 mg (2 mmol) of sodium hydride (50% suspension in mineral oil) and the resulting mixture was stirred at 40° C. for 40 min. 0.52 g (2 mmol) of (+/−)2-iodomethyl-2,3-dihydro-benzofuran (prepared according to Synthesis 1997, (1), 23-25) in 2 ml of anhydrous dimethylformamide was added and the reaction mixture stirred at 60° ... The reactants are Cl.NC=1C2=CC=CC=C2N=C2CCCC(C12)=O (9-amino-3,4-dihydro-1(2H)-acridinone hydrochloride), [OH-].[Na+] (sodium hydroxide). Run in O (water). Conditions: time 0.5 hour. Yields the product NC=1C2=CC=CC=C2N=C2CCCC(C12)=O (9-amino-3,4-dihydro-1(2H)-acridinone). Yield: 100.1%. Reaction SMILES: Cl.[NH2:2][C:3]1[C:4]2[C:9]([N:10]=[C:11]3[C:16]=1[C:15](=[O:17])[CH2:14][CH2:13][CH2:12]3)=[CH:8][CH:7]=[CH:6][CH:5]=2.[OH-].[Na+]>O>[NH2:2][C:3]1[C:4]2[C:9]([N:10]=[C:11]3[C:16]=1[C:15](=[O:17])[CH2:14][CH2:13][CH2:12]3)=[CH:8][CH:7]=[CH:6][CH:5]=2 |f:0.1,2.3|. Procedure: A solution of 9-amino-3,4-dihydro-1(2H)-acridinone hydrochloride (100 g) in water (800 mL) at 80°-85° C. is basified by the addition of 50% sodium hydroxide (33.8 g) until the pH of the solution is greater than 11. The resultant slurry of product free base is aged at 60° C. for 0.5 hour, filtered and dried in vacuo to give 85.4 g of 9-amino-3,4-dihydro-1(2H)-acridinone. Reactants: C1CCOC1, COC(=O)c1cccc2c1c(CNC1CC3CCC(C1)N3C)nn2C, [Li+], [OH-], O, O. Product: CN1C2CCC1CC(NCc1nn(C)c3cccc(C(=O)[O-])c13)C2, [Li+]. As a reaction SMILES: [CH2:29]1[O:30][CH2:31][CH2:32][CH2:33]1.[CH3:1][n:2]1[n:3][c:4]([CH2:15][NH:16][CH:17]2[CH2:18][CH:19]3[CH2:20][CH2:21][CH:22]([CH2:23]2)[N:24]3[CH3:25])[c:5]2[c:6]([C:11](=[O:12])[O:13][CH3:14])[cH:7][cH:8][cH:9][c:10]12.[Li+:28].[OH-:27].[OH2:26].[OH2:34]>>[CH3:1][n:2]1[n:3][c:4]([CH2:15][NH:16][CH:17]2[CH2:18][CH:19]3[CH2:20][CH2:21][CH:22]([CH2:23]2)[N:24]3[CH3:25])[c:5]2[c:6]([C:11](=[O:12])[O-:13])[cH:7][cH:8][cH:9][c:10]12.[Li+:28]. The reactants are ice water, [OH-].[K+] (potassium hydroxide), OC1=CC=C(OC(C(=O)OC)C)C=C1 (methyl 4-hydroxy-α-phenoxypropionate), ClC=1C=C(C=CC1Cl)[N+](=O)[O-] (3,4-dichloro-nitrobenzene). Run in CS(=O)C (dimethyl sulphoxide). Reaction conditions: time 12 hour. Product: ClC1=C(OC2=CC=C(OC(C(=O)OC)C)C=C2)C=CC(=C1)[N+](=O)[O-] (Methyl 4-(2'-chloro-4'-nitrophenoxy)-α-phenoxypropionate). RXN SMILES: [OH-].[K+].[OH:3][C:4]1[CH:16]=[CH:15][C:7]([O:8][CH:9]([CH3:14])[C:10]([O:12][CH3:13])=[O:11])=[CH:6][CH:5]=1.[Cl:17][C:18]1[CH:19]=[C:20]([N+:25]([O-:27])=[O:26])[CH:21]=[CH:22][C:23]=1Cl>CS(C)=O>[Cl:17][C:18]1[CH:19]=[C:20]([N+:25]([O-:27])=[O:26])[CH:21]=[CH:22][C:23]=1[O:3][C:4]1[CH:5]=[CH:6][C:7]([O:8][CH:9]([CH3:14])[C:10]([O:12][CH3:13])=[O:11])=[CH:15][CH:16]=1 |f:0.1|. Reported procedure: 6.5 g of pulverised potassium hydroxide and 20 g of methyl 4-hydroxy-α-phenoxypropionate in 250 ml of dry dimethyl sulphoxide are charged at 0° C. into a three-necked flask. With stirring, and at a temperature between 0° and 5° C., 19.5 g of 3,4-dichloro-nitrobenzene are added by small amounts and stirring is continued for 12 hours at room temperature. Thereafter the reaction mixture is poured into ice-water and extracted with ethyl acetate. The extract is dried over sodium sulphate and the solv...